Dataset: the Open Reaction Database (ORD), a public repository of structured organic reaction records. Task: describe an organic reaction: reactants, conditions, products, and yield The reactants are BrC1=CC=C(C(=N1)C)O (6-bromo-2-methyl-pyridin-3-ol), CI (methyl iodide), C([O-])([O-])=O.[K+].[K+] (potassium carbonate). The solvent is C(C)#N (acetonitrile). The product is BrC1=CC=C(C(=N1)C)OC (6-bromo-3-methoxy-2-methyl-pyridine). The yield is 72.9%. RXN SMILES: [Br:1][C:2]1[N:7]=[C:6]([CH3:8])[C:5]([OH:9])=[CH:4][CH:3]=1.CI.[C:12](=O)([O-])[O-].[K+].[K+]>C(#N)C>[Br:1][C:2]1[N:7]=[C:6]([CH3:8])[C:5]([O:9][CH3:12])=[CH:4][CH:3]=1 |f:2.3.4|. Procedure details: A mixture of 6-bromo-2-methyl-pyridin-3-ol (4.06 g, 21.59 mmol), methyl iodide (1.61 mL, 25.91 mmol), potassium carbonate (5.97 g, 43.18 mmol) and acetonitrile (183.0 mL) was heated at reflux for 17 hours. The mixture was cooled to room temperature, filtered through a plug of celite and the solvent was evaporated under reduced pressure. Water (50 mL) and ethyl acetate (100 mL) were added. The layers were separated and the aqueous layer was extracted with ethyl acetate (2×50 mL). The combined org... Reactants: CC(C)(C)N, CCOc1c(Nc2c(C)cccc2O)c(=O)c1=O, ClCCl. The product is Cc1cccc(O)c1Nc1c(NC(C)(C)C)c(=O)c1=O. RXN SMILES: [C:19]([CH3:20])([CH3:21])([CH3:22])[NH2:23].[CH2:1]([O:2][c:4]1[c:5](=[O:18])[c:6](=[O:17])[c:7]1[NH:8][c:9]1[c:10]([OH:16])[cH:11][cH:12][cH:13][c:14]1[CH3:15])[CH3:3].[Cl:24][CH2:25][Cl:26]>>[c:4]1([NH:23][C:19]([CH3:20])([CH3:21])[CH3:22])[c:5](=[O:18])[c:6](=[O:17])[c:7]1[NH:8][c:9]1[c:10]([OH:16])[cH:11][cH:12][cH:13][c:14]1[CH3:15]. Reactants: [BH-](OC(=O)C)(OC(=O)C)OC(=O)C.[Na+] (NaBH(AcO)3), CC(=O)C (acetone), C(C)(=O)O (acetic acid), CC1=CC(=C2C(=N1)SC1=C2NN=C1N)C (6,8-dimethyl-1H-pyrazolo[3′,4′:4,5]thieno[2,3-b]pyridin-3-amine). The solvent is ClCCCl (DCE), C(Cl)Cl (DCM). Run at time 15 minute. Product: C(C)(C)NC1=NNC2=C1SC1=NC(=CC(=C12)C)C (N-ISOPROPYL-6,8-DIMETHYL-1H-PYRAZOLO [3′,4′:4,5]THIENO[2,3-B]PYRIDIN-3-AMINE). As a reaction SMILES: [CH3:1][C:2]1[N:7]=[C:6]2[S:8][C:9]3[C:13]([NH2:14])=[N:12][NH:11][C:10]=3[C:5]2=[C:4]([CH3:15])[CH:3]=1.[CH3:16][C:17]([CH3:19])=O.C(O)(=O)C.[BH-](OC(C)=O)(OC(C)=O)OC(C)=O.[Na+]>ClCCCl.C(Cl)Cl>[CH:17]([NH:14][C:13]1[C:9]2[S:8][C:6]3[C:5]([C:10]=2[NH:11][N:12]=1)=[C:4]([CH3:15])[CH:3]=[C:2]([CH3:1])[N:7]=3)([CH3:19])[CH3:16] |f:3.4|. Procedure: The 6,8-dimethyl-1H-pyrazolo[3′,4′:4,5]thieno[2,3-b]pyridin-3-amine (75 mg, 0.34 mmol) was stirred in DCE (3.4 mL). To this solution was added acetone (0.08 mL, 1.03 mmol) and acetic acid (0.060 mL, 1.03 mmol). The mixture was stirred 15 minutes, then NaBH(AcO)3 (150 mg, 0.70 mmol) was added. The resulting slurry was stirred about 2 hrs. LC/MS indicates the reaction is complete. The reaction was diluted with DCM (15 mL) and quenched with aqueous 2N NaOH. The aqueous layer was separated and extra... The reactants are C(=O)([O-])[O-].[Na+].[Na+] (Na2CO3), [Cl-].[Li+] (lithium chloride), O1CCOC2=C1C=CC(=C2)C(=O)N2C1C=C(CC2CC1)OS(=O)(=O)C(F)(F)F (trifluoro-methanesulfonic acid 8-(2,3-dihydro-benzo[1,4]dioxine-6-carbonyl)-8-aza-bicyclo[3.2.1]oct-2-en-3-yl ester), C1(=CC=CC=C1)B(O)O (phenylboronic acid). Reagents/catalysts: C=1C=CC(=CC1)[P](C=2C=CC=CC2)(C=3C=CC=CC3)[Pd]([P](C=4C=CC=CC4)(C=5C=CC=CC5)C=6C=CC=CC6)([P](C=7C=CC=CC7)(C=8C=CC=CC8)C=9C=CC=CC9)[P](C=1C=CC=CC1)(C=1C=CC=CC1)C=1C=CC=CC1 (Pd(PPh3)4). Run in [Cl-].[Na+].O (brine), O (water), COCCOC (1,2-dimethoxyethane). The product is O1CCOC2=C1C=CC(=C2)C(=O)N2C1C=C(CC2CC1)C1=CC=CC=C1 ((2,3-Dihydro-benzo[1,4]dioxin-6-yl)-(3-phenyl-8-aza-bicyclo[3.2.1]oct-2-en-8-yl)-methanone). As a reaction SMILES: C([O-])([O-])=O.[Na+].[Na+].[O:7]1[C:12]2[CH:13]=[CH:14][C:15]([C:17]([N:19]3[CH:24]4[CH2:25][CH2:26][CH:20]3[CH:21]=[C:22](OS(C(F)(F)F)(=O)=O)[CH2:23]4)=[O:18])=[CH:16][C:11]=2[O:10][CH2:9][CH2:8]1.[C:35]1(B(O)O)[CH:40]=[CH:39][CH:38]=[CH:37][CH:36]=1.[Cl-].[Li+]>[Cl-].[Na+].O.C1C=CC([P]([Pd]([P](C2C=CC=CC=2)(C2C=CC=CC=2)C2C=CC=CC=2)([P](C2C=CC=CC=2)(C2C=CC=CC=2)C2C=CC=CC=2)[P](C2C=CC=CC=2)(C2C=CC=CC=2)C2C=CC=CC=2)(C2C=CC=CC=2)C2C=CC=CC=2)=CC=1.COCCOC.O>[O:7]1[C:12]2[CH:13]=[CH:14][C:15]([C:17]([N:19]3[CH:24]4[CH2:25][CH2:26][CH:20]3[CH:21]=[C:22]([C:35]3[CH:40]=[CH:39][CH:38]=[CH:37][CH:36]=3)[CH2:23]4)=[O:18])=[CH:16][C:11]=2[O:10][CH2:9][CH2:8]1 |f:0.1.2,5.6,7.8.9,^1:52,54,73,92|. Procedure details: 2 M aqueous Na2CO3 solution (1.0 mL) is added to a flask charged with a stir bar, trifluoro-methanesulfonic acid 8-(2,3-dihydro-benzo[1,4]dioxine-6-carbonyl)-8-aza-bicyclo[3.2.1]oct-2-en-3-yl ester (0.40 g), phenylboronic acid (0.13 g), lithium chloride (87 mg), Pd(PPh3)4 (60 mg), water (2 mL), and 1,2-dimethoxyethane (10 mL) in argon atmosphere. The resulting mixture is stirred at reflux temperature for 4 h. After cooling to ambient temperature, brine is added and the mixture is extracted with ... RXN SMILES: [C:28]([O:29][BH-:30]([O:31][C:32](=[O:33])[CH3:34])[O:35][C:36](=[O:37])[CH3:38])(=[O:39])[CH3:40].[C:53](=[O:54])([OH:55])[O-:56].[CH2:65]([Cl:66])[Cl:67].[CH3:42][N:43]([CH2:44][C:45]([CH3:46])=[O:47])[CH3:48].[CH3:49][C:50](=[O:51])[OH:52].[CH3:58][N:59]1[CH2:60][CH2:61][CH2:62][C:63]1=[O:64].[I:1][c:2]1[cH:3][c:4]2[c:9]([cH:10][cH:11]1)[C:8](=[O:12])[NH:7][C:6](=[O:13])[C:5]2=[CH:14][NH:15][c:16]1[cH:17][cH:18][c:19]([N:22]2[CH2:23][CH2:24][NH:25][CH2:26][CH2:27]2)[cH:20][cH:21]1.[Na+:41].[Na+:57]>>[I:1][c:2]1[cH:3][c:4]2[c:9]([cH:10][cH:11]1)[C:8](=[O:12])[NH:7][C:6](=[O:13])[C:5]2=[CH:14][NH:15][c:16]1[cH:17][cH:18][c:19]([N:22]2[CH2:23][CH2:24][N:25]([CH:45]([CH2:44][N:43]([CH3:42])[CH3:48])[CH3:46])[CH2:26][CH2:27]2)[cH:20][cH:21]1. Starting materials: CC(=O)O[BH-](OC(C)=O)OC(C)=O, O=C([O-])O, ClCCl, CC(=O)CN(C)C, CC(=O)O, CN1CCCC1=O, O=C1NC(=O)c2ccc(I)cc2C1=CNc1ccc(N2CCNCC2)cc1, [Na+], [Na+]. Yields the product CC(CN(C)C)N1CCN(c2ccc(NC=C3C(=O)NC(=O)c4ccc(I)cc43)cc2)CC1. Starting materials: COCC(N)=O, Cc1ccccc1, O=C(Nc1ccc(I)cc1)C1CC(O)CN1C(=O)Nc1ccc(Cl)cc1, [K+], [K+], [K+], NCCN, O=P([O-])([O-])[O-]. The product is COCC(=O)N(C)c1ccc(NC(=O)C2CC(O)CN2C(=O)Nc2ccc(Cl)cc2)cc1. RXN SMILES: [CH3:1][O:2][CH2:3][C:4](=[O:5])[NH2:6].[CH3:45][c:46]1[cH:47][cH:48][cH:49][cH:50][cH:51]1.[Cl:19][c:20]1[cH:21][cH:22][c:23]([NH:26][C:27](=[O:28])[N:29]2[CH:30]([C:35](=[O:36])[NH:37][c:38]3[cH:39][cH:40][c:41]([I:44])[cH:42][cH:43]3)[CH2:31][CH:32]([OH:34])[CH2:33]2)[cH:24][cH:25]1.[K+:12].[K+:13].[K+:14].[NH2:15][CH2:16][CH2:17][NH2:18].[P:7]([O-:8])([O-:9])([O-:10])=[O:11]>>[CH3:1][O:2][CH2:3][C:4](=[O:5])[N:6]([CH3:16])[c:41]1[cH:40][cH:39][c:38]([NH:37][C:35]([CH:30]2[N:29]([C:27]([NH:26][c:23]3[cH:22][cH:21][c:20]([Cl:19])[cH:25][cH:24]3)=[O:28])[CH2:33][CH:32]([OH:34])[CH2:31]2)=[O:36])[cH:43][cH:42]1. Reactants: CC1=NC2=CC=C(C=C2C(=C1)N1CC(CC1)N)OC1=CC=CC=C1 (1-(2-Methyl-6-phenoxyquinolin-4-yl)pyrrolidin-3-ylamine), BrC1=CC=CC=C1 (bromobenzene), C1(CCCCC1)P(C1=C(C=CC=C1)C1=C(C=CC=C1)N(C)C)C1CCCCC1 (2-dicyclohexylphosphino-2′-dimethylaminobiphenyl), CC(C)([O-])C.[Na+] (sodium tert-butoxide). Reagents/catalysts: C=1C=CC(=CC1)/C=C/C(=O)/C=C/C2=CC=CC=C2.C=1C=CC(=CC1)/C=C/C(=O)/C=C/C2=CC=CC=C2.C=1C=CC(=CC1)/C=C/C(=O)/C=C/C2=CC=CC=C2.[Pd].[Pd] (tris-(dibenzylideneacetone)dipalladium). The solvent is C1(=CC=CC=C1)C (toluene), O (water), CCOCC (ether). Yields the product CC1=NC2=CC=C(C=C2C(=C1)N1CC(CC1)NC1=CC=CC=C1)OC1=CC=CC=C1 ([1-(2-Methyl-6-phenoxyquinolin-4-yl)pyrrolidin-3-yl]phenylamine). As a reaction SMILES: [CH3:1][C:2]1[CH:11]=[C:10]([N:12]2[CH2:16][CH2:15][CH:14]([NH2:17])[CH2:13]2)[C:9]2[C:4](=[CH:5][CH:6]=[C:7]([O:18][C:19]3[CH:24]=[CH:23][CH:22]=[CH:21][CH:20]=3)[CH:8]=2)[N:3]=1.Br[C:26]1[CH:31]=[CH:30][CH:29]=[CH:28][CH:27]=1.C1(P(C2CCCCC2)C2C=CC=CC=2C2C=CC=CC=2N(C)C)CCCCC1.CC(C)([O-])C.[Na+]>O.C1C=CC(/C=C/C(/C=C/C2C=CC=CC=2)=O)=CC=1.C1C=CC(/C=C/C(/C=C/C2C=CC=CC=2)=O)=CC=1.C1C=CC(/C=C/C(/C=C/C2C=CC=CC=2)=O)=CC=1.[Pd].[Pd].CCOCC.C1(C)C=CC=CC=1>[CH3:1][C:2]1[CH:11]=[C:10]([N:12]2[CH2:16][CH2:15][CH:14]([NH:17][C:26]3[CH:31]=[CH:30][CH:29]=[CH:28][CH:27]=3)[CH2:13]2)[C:9]2[C:4](=[CH:5][CH:6]=[C:7]([O:18][C:19]3[CH:24]=[CH:23][CH:22]=[CH:21][CH:20]=3)[CH:8]=2)[N:3]=1 |f:3.4,6.7.8.9.10|. Procedure: 1-(2-Methyl-6-phenoxyquinolin-4-yl)pyrrolidin-3-ylamine (0.107 g; see Example 43 below), bromobenzene (0.058 g), 2-dicyclohexylphosphino-2′-dimethylaminobiphenyl (0.023 g), tris-(dibenzylideneacetone)dipalladium (0.03 g), sodium tert-butoxide (0.044 g) and toluene (3 mL) were heated in a microwave at 150° C. for 20 minutes. The reaction mixture was diluted with water and extracted with ethyl acetate, washed with water, dried (MgSO4), filtered and evaporated to give a brown oil. The residue was p... Reactants: CN1CCN(Cc2ccccc2)CC1CO, CCN(CC)S(F)(F)F, ClCCl, [Na+], O=C([O-])O. Yields the product CN1CCN(Cc2ccccc2)CC1CF. As a reaction SMILES: [CH2:10]([c:11]1[cH:12][cH:13][cH:14][cH:15][cH:16]1)[N:17]1[CH2:18][CH:19]([CH2:24][OH:25])[N:20]([CH3:23])[CH2:21][CH2:22]1.[CH2:1]([N:2]([S:3]([F:4])([F:5])[F:7])[CH2:6][CH3:8])[CH3:9].[CH2:26]([Cl:27])[Cl:28].[Na+:33].[O-:29][C:30]([OH:31])=[O:32]>>[F:7][CH2:24][CH:19]1[CH2:18][N:17]([CH2:10][c:11]2[cH:12][cH:13][cH:14][cH:15][cH:16]2)[CH2:22][CH2:21][N:20]1[CH3:23]. Starting materials: CC(C)(C1=CC(=CC=C1)C(C)(C)N=C=O)N=C=O (TMXDI), C(COCCOCCOCCO)N (tetraethylene glycol monoamine). Product: CC(C)(C1=CC(=CC=C1)C(C)(C)N=C=O)N=C=O.C(COCCOCCOCCO)N (TMXDI T4EGMA). RXN SMILES: [CH3:1][C:2]([N:16]=[C:17]=[O:18])([C:4]1[CH:9]=[CH:8][CH:7]=[C:6]([C:10]([N:13]=[C:14]=[O:15])([CH3:12])[CH3:11])[CH:5]=1)[CH3:3].[CH2:19]([NH2:31])[CH2:20][O:21][CH2:22][CH2:23][O:24][CH2:25][CH2:26][O:27][CH2:28][CH2:29][OH:30]>>[CH3:3][C:2]([N:16]=[C:17]=[O:18])([C:4]1[CH:9]=[CH:8][CH:7]=[C:6]([C:10]([N:13]=[C:14]=[O:15])([CH3:11])[CH3:12])[CH:5]=1)[CH3:1].[CH2:19]([NH2:31])[CH2:20][O:21][CH2:22][CH2:23][O:24][CH2:25][CH2:26][O:27][CH2:28][CH2:29][OH:30] |f:2.3|. Reported procedure: To a one-liter 3-necked flask equipped with a thermometer, stirrer, dropping funnel and a nitrogen inlet was 122 g (0.5M) of TMXDI (from American Cyanamid). Then 193 g (1.0 mole) of tetraethylene glycol monoamine was added over a 50 minute period keeping the temperature below 36° C. A clear viscous product was obtained. The product is FC(C1=C(CN2N=CC3=CC(=CC=C23)\C=C/2\C(N(C(S2)=O)[C@H]2[C@@H](CN(CC2)C)O)=O)C=CC(=C1)C(F)(F)F)(F)F ((5Z)-5-({1-[2,4-Bis(trifluoromethyl)benzyl]-1H-indazol-5-yl}methylidene)-3-[trans-3-hydroxy-1-methyl piperidin-4-yl]-1,3-thiazolidine-2,4-dione). RXN SMILES: [F:1][C:2]([F:39])([F:38])[C:3]1[CH:33]=[C:32]([C:34]([F:37])([F:36])[F:35])[CH:31]=[CH:30][C:4]=1[CH2:5][N:6]1[C:14]2[C:9](=[CH:10][C:11](/[CH:15]=[C:16]3/[C:17](=[O:29])[N:18]([C@@H:22]4[CH2:27][CH2:26][NH:25][CH2:24][C@H:23]4[OH:28])[C:19](=[O:21])[S:20]/3)=[CH:12][CH:13]=2)[CH:8]=[N:7]1.[CH2:40]=O>>[F:39][C:2]([F:38])([F:1])[C:3]1[CH:33]=[C:32]([C:34]([F:35])([F:36])[F:37])[CH:31]=[CH:30][C:4]=1[CH2:5][N:6]1[C:14]2[C:9](=[CH:10][C:11](/[CH:15]=[C:16]3/[C:17](=[O:29])[N:18]([C@@H:22]4[CH2:27][CH2:26][N:25]([CH3:40])[CH2:24][C@H:23]4[OH:28])[C:19](=[O:21])[S:20]/3)=[CH:12][CH:13]=2)[CH:8]=[N:7]1. Reactants: FC(C1=C(CN2N=CC3=CC(=CC=C23)\C=C/2\C(N(C(S2)=O)[C@H]2[C@@H](CNCC2)O)=O)C=CC(=C1)C(F)(F)F)(F)F ((5Z)-5-({1-[2,4-Bis(trifluoromethyl)benzyl]-1H-indazol-5-yl}methylidene)-3-[trans-3-hydroxypiperidin-4-yl]-1,3-thiazolidine-2,4-dione), C=O (formaldehyde). Procedure: (5Z)-5-({1-[2,4-Bis(trifluoromethyl)benzyl]-1H-indazol-5-yl}methylidene)-3-[trans-3-hydroxy-1-methyl piperidin-4-yl]-1,3-thiazolidine-2,4-dione was prepared from (5Z)-5-({1-[2,4-bis(trifluoromethyl)benzyl]-1H-indazol-5-yl}methylidene)-3-[trans-3-hydroxypiperidin-4-yl]-1,3-thiazolidine-2,4-dione (Example 271) and formaldehyde following General Procedure R.